From a dataset of the Open Reaction Database (ORD), a public repository of structured organic reaction records. describe an organic reaction: reactants, conditions, products, and yield The reactants are CCN(CC)CCCCC1CCCCN1CCN, C1CCCCC1, CC#N, O=C1Nc2cccnc2N(C(=O)Cl)c2ccccc21, ClCCl, N. Product: CCN(CC)CCCCC1CCCCN1CCNC(=O)N1c2ccccc2C(=O)Nc2cccnc21. As a reaction SMILES: [CH2:20]([CH3:21])[N:22]([CH2:23][CH2:24][CH2:25][CH2:26][CH:27]1[N:28]([CH2:33][CH2:34][NH2:35])[CH2:29][CH2:30][CH2:31][CH2:32]1)[CH2:36][CH3:37].[CH2:42]1[CH2:43][CH2:44][CH2:45][CH2:46][CH2:47]1.[CH3:38][C:39]#[N:40].[Cl:1][C:2](=[O:3])[N:4]1[c:5]2[c:6]([cH:16][cH:17][cH:18][n:19]2)[NH:7][C:8](=[O:15])[c:9]2[c:10]1[cH:11][cH:12][cH:13][cH:14]2.[Cl:48][CH2:49][Cl:50].[NH3:41]>>[C:2](=[O:3])([N:4]1[c:5]2[c:6]([cH:16][cH:17][cH:18][n:19]2)[NH:7][C:8](=[O:15])[c:9]2[c:10]1[cH:11][cH:12][cH:13][cH:14]2)[NH:35][CH2:34][CH2:33][N:28]1[CH:27]([CH2:26][CH2:25][CH2:24][CH2:23][N:22]([CH2:20][CH3:21])[CH2:36][CH3:37])[CH2:32][CH2:31][CH2:30][CH2:29]1.